This data is from the Open Reaction Database (ORD), a public repository of structured organic reaction records. The task is: describe an organic reaction: reactants, conditions, products, and yield The reactants are N1=CC=CC=C1 (pyridine), FC1=C(C(=O)Cl)C(=CC=C1)F (2,6-difluorobenzoyl chloride), NC=1N=CC(=NC1)C=1C=C(C=CC1C(C)(C)C)C1=NOC(C1=O)(C)C (3-(3-(5-aminopyrazin-2-yl)-4-(tert-butyl)phenyl)-5,5-dimethylisoxazol-4(5H)-one), Intermediate 4b. Yields the product C(C)(C)(C)C1=C(C=C(C=C1)C1=NOC(C1=O)(C)C)C=1N=CC(=NC1)NC(C1=C(C=CC=C1F)F)=O (N-(5-(2-(tert-butyl)-5-(5,5-dimethyl-4-oxo-4,5-dihydroisoxazol-3-yl)phenyl)pyrazin-2-yl)-2,6-difluorobenzamide). Procedure: To a 0° C. cooled and stirred, solution of 2,6-difluorobenzoyl chloride (0.083 mL, 0.66 mmol, 1.5 eq) in DCM (200 mL) was added drop wise a solution of 3-(3-(5-aminopyrazin-2-yl)-4-(tert-butyl)phenyl)-5,5-dimethylisoxazol-4(5H)-one, Intermediate 4b, (150 mg, 0.44 mmol, 1.0 eq) in DCM (50 mL) followed by pyridine (0.053 mL, 0.66 mmol, 1.5 eq). The resulting mixture was stirred at room temperature for 2 h. The reaction was diluted with DCM (100 mL), and washed with 10% hydrochloric acid (100 mL), ... RXN SMILES: [F:1][C:2]1[CH:10]=[CH:9][CH:8]=[C:7]([F:11])[C:3]=1[C:4](Cl)=[O:5].[NH2:12][C:13]1[N:14]=[CH:15][C:16]([C:19]2[CH:20]=[C:21]([C:29]3[C:33](=[O:34])[C:32]([CH3:36])([CH3:35])[O:31][N:30]=3)[CH:22]=[CH:23][C:24]=2[C:25]([CH3:28])([CH3:27])[CH3:26])=[N:17][CH:18]=1.N1C=CC=CC=1>C(Cl)Cl>[C:25]([C:24]1[CH:23]=[CH:22][C:21]([C:29]2[C:33](=[O:34])[C:32]([CH3:36])([CH3:35])[O:31][N:30]=2)=[CH:20][C:19]=1[C:16]1[N:17]=[CH:18][C:13]([NH:12][C:4](=[O:5])[C:3]2[C:2]([F:1])=[CH:10][CH:9]=[CH:8][C:7]=2[F:11])=[N:14][CH:15]=1)([CH3:26])([CH3:27])[CH3:28]. Conditions: temperature 0 celsius. The solvent is C(Cl)Cl (DCM), C(Cl)Cl (DCM), C(Cl)Cl (DCM). The reactants are CC(C)O, Cc1cc([N+](=O)[O-])ccc1F, NN, O. Yields the product F, Cc1cc([N+](=O)[O-])ccc1NN. As a reaction SMILES: [CH3:15][CH:16]([OH:17])[CH3:18].[F:1][c:2]1[c:3]([CH3:11])[cH:4][c:5]([N+:8](=[O:9])[O-:10])[cH:6][cH:7]1.[NH2:13][NH2:14].[OH2:12]>>[FH:1].[c:2]1([NH:13][NH2:14])[c:3]([CH3:11])[cH:4][c:5]([N+:8](=[O:9])[O-:10])[cH:6][cH:7]1. Reactants: C1COCCO1, O=C(Cl)C(Cl)(Cl)Cl, O, O=C(c1ccc2c(c1)Cc1ccccc1-2)N1Cc2cccn2Cc2ccccc21. Yields the product O=C(c1ccc2c(c1)Cc1ccccc1-2)N1Cc2ccc(C(=O)C(Cl)(Cl)Cl)n2Cc2ccccc21. RXN SMILES: [CH2:1]1[O:2][CH2:3][CH2:4][O:5][CH2:6]1.[Cl:36][C:37]([C:38](=[O:39])[Cl:40])([Cl:41])[Cl:42].[OH2:43].[cH:7]1[c:8]([C:20](=[O:21])[N:22]2[CH2:23][c:24]3[n:25]([cH:33][cH:34][cH:35]3)[CH2:26][c:27]3[c:28]2[cH:29][cH:30][cH:31][cH:32]3)[cH:9][cH:10][c:11]2[c:19]1[CH2:18][c:17]1[c:12]-2[cH:13][cH:14][cH:15][cH:16]1>>[cH:7]1[c:8]([C:20](=[O:21])[N:22]2[CH2:23][c:24]3[n:25]([c:33]([C:38]([C:37]([Cl:36])([Cl:41])[Cl:42])=[O:39])[cH:34][cH:35]3)[CH2:26][c:27]3[c:28]2[cH:29][cH:30][cH:31][cH:32]3)[cH:9][cH:10][c:11]2[c:19]1[CH2:18][c:17]1[c:12]-2[cH:13][cH:14][cH:15][cH:16]1. Reported procedure: 0.684 g. Magnesium metal is covered with 2 ml. anhydrous tetrahydrofuran and 0.2 ml. 1,2-dibromoethane is added with stirring and heating. 1-Bromo-6-cyclopropylhexane (4.8 g.) and tetrahydrofuran (25 ml.) are added portionwise. An additional 0.207 ml. of 1,2-dibromoethane is added and the reaction mixture refluxed for 3 hours. The solution is then maintained at 24°-28° while anhydrous carbon dioxide is bubbled through it for 11/2 hours. After stirring overnight under carbon dioxide, dry ether, w... Yields the product C1(CC1)CCCCCCC(=O)O (7-cyclopropylheptanoic acid). Reaction SMILES: [Mg].BrCCBr.Br[CH2:7][CH2:8][CH2:9][CH2:10][CH2:11][CH2:12][CH:13]1[CH2:15][CH2:14]1.[C:16](=[O:18])=[O:17]>O1CCCC1>[CH:13]1([CH2:12][CH2:11][CH2:10][CH2:9][CH2:8][CH2:7][C:16]([OH:18])=[O:17])[CH2:15][CH2:14]1. Reactants: [Mg] (Magnesium), BrCCCCCCC1CC1 (1-Bromo-6-cyclopropylhexane), BrCCBr (1,2-dibromoethane), C(=O)=O (carbon dioxide), BrCCBr (1,2-dibromoethane). Solvent: O1CCCC1 (tetrahydrofuran), O1CCCC1 (tetrahydrofuran).